Dataset: the Open Reaction Database (ORD), a public repository of structured organic reaction records. Task: describe an organic reaction: reactants, conditions, products, and yield Starting materials: CC(=O)Oc1c(C)c(C)c2c(c1C)C(O)CC(C)(COc1ccc([N+](=O)[O-])cc1)O2, Cc1ccc(S(=O)(=O)O)cc1, c1ccccc1. Yields the product CC(=O)Oc1c(C)c(C)c2c(c1C)C=CC(C)(COc1ccc([N+](=O)[O-])cc1)O2. RXN SMILES: [C:1]([CH3:2])(=[O:3])[O:4][c:5]1[c:6]([CH3:30])[c:7]2[c:12]([c:13]([CH3:16])[c:14]1[CH3:15])[O:11][C:10]([CH2:17][O:18][c:19]1[cH:20][cH:21][c:22]([N+:25](=[O:26])[O-:27])[cH:23][cH:24]1)([CH3:28])[CH2:9][CH:8]2[OH:29].[c:31]1([CH3:32])[cH:33][cH:34][c:35]([S:36]([OH:37])(=[O:38])=[O:39])[cH:40][cH:41]1.[cH:42]1[cH:43][cH:44][cH:45][cH:46][cH:47]1>>[C:1]([CH3:2])(=[O:3])[O:4][c:5]1[c:6]([CH3:30])[c:7]2[c:12]([c:13]([CH3:16])[c:14]1[CH3:15])[O:11][C:10]([CH2:17][O:18][c:19]1[cH:20][cH:21][c:22]([N+:25](=[O:26])[O-:27])[cH:23][cH:24]1)([CH3:28])[CH:9]=[CH:8]2. Starting materials: ice water ethyl acetate, C(C)(C)S (isopropyl mercaptan), C([O-])([O-])=O.[K+].[K+] (potassium carbonate), FC1=NC=CC=C1F (2,3-difluoropyridine). Solvent: CN(C=O)C (dimethylformamide). Reaction conditions: time 20 minute. The product is FC=1C(=NC=CC1)SC(C)C (3-fluoro-2-isopropylthiopyridine). The yield is 73.1%. Reaction SMILES: [CH:1]([SH:4])([CH3:3])[CH3:2].C(=O)([O-])[O-].[K+].[K+].F[C:12]1[C:17]([F:18])=[CH:16][CH:15]=[CH:14][N:13]=1>CN(C)C=O>[F:18][C:17]1[C:12]([S:4][CH:1]([CH3:3])[CH3:2])=[N:13][CH:14]=[CH:15][CH:16]=1 |f:1.2.3|. Procedure: 220.93 g of isopropyl mercaptan are added dropwise at a temperature of from 0° to -5° C. to a mixture of 388.6 g of potassium carbonate and 301 g of 2,3-difluoropyridine in 4300 ml of dimethylformamide. After stirring for 20 minutes, the temperature of the reaction mixture is allowed to rise slowly to room temperature and is stirred for a further 30 minutes. The reaction mixture is then added to an ice-water/ethyl acetate mixture, the phases are washed four times with ethyl acetate and ice-water... Reactants: C([O-])(O)=O.[Na+] (sodium bicarbonate), FC1=C(OS(=O)(=O)CCC2CN(CCC2)C(=O)OC(C)(C)C)C(=C(C(=C1F)F)F)F (tert-Butyl 3-(2-(perfluorophenoxysulfonyl)ethyl)piperidine-1-carboxylate), N1(CCCC1)CCC1CCNCC1 (4-(2-pyrrolidinoethyl)piperidine), N12CCCCCC2=NCCC1 (1,8-diazabicyclo[5.4.0]undec-7-ene). The solvent is C(C)(=O)OCC (Ethyl acetate), O1CCCC1 (tetrahydrofuran). The product is N1(CCCC1)CCC1CCN(CC1)S(=O)(=O)CCC1CN(CCC1)C(=O)OC(C)(C)C (tert-Butyl 3-(2-(4-(2-(pyrrolidin-1-yl)ethyl)piperidin-1-ylsulfonyl)ethyl)piperidine-1-carboxylate). Reaction SMILES: FC1C(F)=C(F)C(F)=C(F)C=1O[S:5]([CH2:8][CH2:9][CH:10]1[CH2:15][CH2:14][CH2:13][N:12]([C:16]([O:18][C:19]([CH3:22])([CH3:21])[CH3:20])=[O:17])[CH2:11]1)(=[O:7])=[O:6].[N:31]1([CH2:36][CH2:37][CH:38]2[CH2:43][CH2:42][NH:41][CH2:40][CH2:39]2)[CH2:35][CH2:34][CH2:33][CH2:32]1.N12CCCN=C1CCCCC2.C(=O)(O)[O-].[Na+]>O1CCCC1.C(OCC)(=O)C>[N:31]1([CH2:36][CH2:37][CH:38]2[CH2:39][CH2:40][N:41]([S:5]([CH2:8][CH2:9][CH:10]3[CH2:15][CH2:14][CH2:13][N:12]([C:16]([O:18][C:19]([CH3:20])([CH3:21])[CH3:22])=[O:17])[CH2:11]3)(=[O:6])=[O:7])[CH2:42][CH2:43]2)[CH2:35][CH2:34][CH2:33][CH2:32]1 |f:3.4|. Procedure: tert-Butyl 3-(2-(perfluorophenoxysulfonyl)ethyl)piperidine-1-carboxylate (0.5 g, 1.09 mmol) and 4-(2-pyrrolidinoethyl)piperidine (0.4 g, 2.18 mmol) were dissolved in tetrahydrofuran (10 ml), 1,8-diazabicyclo[5.4.0]undec-7-ene (0.5 ml, 3.27 mmol) was added under an inert gas and the mixture was refluxed for 2 h. Ethyl acetate and saturated sodium bicarbonate solution (20 ml of each) were added, the phases were separated and the aqueous phase was extracted with ethyl acetate (2×30 ml). The combine... The reactants are NC1=CC2=C(OCCOCCOCCO2)C=C1C(C)=O (1-(3-Amino-6,7,9,10,12,13-hexahydro-5,8,11,14-tetraoxa-benzocyclododecen-2-yl)-ethanone), C[O-].[Na+] (sodium methoxide), C[O-].[Na+] (sodium methoxide), C(=O)OCC (Ethyl formate). Solvent: COCCOC (DME), O (water). Reaction conditions: time 30 minute. The product is N1C=CC(C=2C=C3C(=CC12)OCCOCCOCCO3)=O (7,8,10,11,13,14-Hexahydro-1H-6,9,12,15-tetraoxa-1-aza-cyclododeca[b]naphthalen-4-one). The yield is 69.9%. RXN SMILES: [NH2:1][C:2]1[C:17]([C:18](=[O:20])[CH3:19])=[CH:16][C:5]2[O:6][CH2:7][CH2:8][O:9][CH2:10][CH2:11][O:12][CH2:13][CH2:14][O:15][C:4]=2[CH:3]=1.C[O-].[Na+].[CH:24](OCC)=O>COCCOC.O>[NH:1]1[C:2]2[CH:3]=[C:4]3[O:15][CH2:14][CH2:13][O:12][CH2:11][CH2:10][O:9][CH2:8][CH2:7][O:6][C:5]3=[CH:16][C:17]=2[C:18](=[O:20])[CH:19]=[CH:24]1 |f:1.2|. Procedure: To a solution of 1-(3-Amino-6,7,9,10,12,13-hexahydro-5,8,11,14-tetraoxa-benzocyclododecen-2-yl)-ethanone (108 mmol, 29.3 g) in DME (700 ml) was added sodium methoxide (432 mmol, 23.35 g). The mixture was stirred for 30 minutes. Ethyl formate (540 mmol, 44 ml) was added and the mixture was stirred overnight. (Additional sodium methoxide may be needed if reaction is not complete as monitored by LC/MS.) After the reaction was completion, the mixture was diluted with water (40 ml) and acidified to n... Reactants: [Al+3].[Cl-].[Cl-].[Cl-] (AlCl3), COC1=C2C=CNC2=C(N=C1)C=1NC(=NN1)C (4-methoxy-7-(5-methyl-1,3,4-triazol-2-yl)-6-azaindole), ClC(=O)C(=O)OC (ClCOCO2Me). Run in C(Cl)Cl (CH2Cl2), C[N+](=O)[O-] (MeNO2). Conditions: temperature 0 celsius, time 5 hour. The product is COC(C(=O)C1=CNC2=C(N=CC(=C12)OC)C=1NC(=NN1)C)=O (4-methoxy-7-(5-methyl-1,3,4-triazol-2-yl)-6-azaindol-3-yl-oxoacetic acid methyl ester). RXN SMILES: [Al+3].[Cl-].[Cl-].[Cl-].[CH3:5][O:6][C:7]1[CH:15]=[N:14][C:13]([C:16]2[NH:17][C:18]([CH3:21])=[N:19][N:20]=2)=[C:12]2[C:8]=1[CH:9]=[CH:10][NH:11]2.Cl[C:23]([C:25]([O:27][CH3:28])=[O:26])=[O:24]>C(Cl)Cl.C[N+]([O-])=O>[CH3:28][O:27][C:25](=[O:26])[C:23]([C:9]1[C:8]2[C:12](=[C:13]([C:16]3[NH:17][C:18]([CH3:21])=[N:19][N:20]=3)[N:14]=[CH:15][C:7]=2[O:6][CH3:5])[NH:11][CH:10]=1)=[O:24] |f:0.1.2.3|. Procedure: To a solution of AlCl3 (0.321 g, 2.411 mmol) in CH2Cl2 (0.8 mL) and MeNO2 (0.2 mL) was added 4-methoxy-7-(5-methyl-1,3,4-triazol-2-yl)-6-azaindole (0.0435 g, 0.190 mmol) as a solid. After dissolution of the starting material (ca. 5 min), ClCOCO2Me (0.070 mL, 0.756 mmol) was added and the mixture was allowed to stir for 5 h. The mixture was then cooled at 0° C., quenched by the slow addition of 1 M aqueous NH4OAc and extracted with EtOAc (×3). The combined organic layers were washed (H2O, brine),...